From a dataset of the Open Reaction Database (ORD), a public repository of structured organic reaction records. describe an organic reaction: reactants, conditions, products, and yield The reactants are OO (hydrogen peroxide), ferric chloride, OC1CC(N(C(C1)(C)C)O)(C)C (4-hydroxy-1-oxyl-2,2,6,6-tetramethylpiperidine), O (water), N=O (nitroxyl). Run in C(C)(C)(C)O (tert-butyl alcohol), C(C)(C)(C)O (tert-butyl alcohol). Reaction conditions: temperature 45 celsius. Product: OC1CC(N(C(C1)(C)C)OCC(C)(C)O)(C)C (4-Hydroxy-1-(2-hydroxy-2-methylpropoxy)-2,2,6,6-tetramethylpiperidine). The yield is 90.0%. Reaction SMILES: [OH:1][CH:2]1[CH2:7][C:6]([CH3:9])([CH3:8])[N:5]([OH:10])[C:4]([CH3:12])([CH3:11])[CH2:3]1.[OH2:13].OO.N=O>C(O)(C)(C)C>[OH:1][CH:2]1[CH2:7][C:6]([CH3:8])([CH3:9])[N:5]([O:10][CH2:3][C:4]([OH:13])([CH3:12])[CH3:11])[C:4]([CH3:12])([CH3:11])[CH2:3]1. Procedure: 2,2'-Dipyridyl (0.16 g, 1.0 mmol) and 2.54 g (0.80 mmol) of 5% ferric chloride on silica gel are stirred together in 30 mL of tert-butyl alcohol which is heated to 45° C. To the mixture are added 3.44 g (20.0 mmol) of 4-hydroxy-1-oxyl-2,2,6,6-tetramethylpiperidine and 10 mL of water. A solution of 9.4 g (138 mmol) of 50% aqueous hydrogen peroxide mixed with 20 mL of tert-butyl alcohol is added over four hours at 45-50° C. to the reaction mixture. The temperature is maintained at 45-50° C. for 30... Reactants: CS(=O)(=O)O[C@@H]1CN(CC1)CCC1=CC=C(C=C1)N1CCCC1 ((S)-3-methanesulfonyloxy-1-(4-pyrrolidinophenethyl)pyrrolidine), [Cl-].[Na+] (sodium chloride), [H-].[Na+] (sodium hydride), C1=CC=CC=2NC3=C(OCC21)C=CC=C3 (5,11-Dihydrodibenzo[b,e][1,4]oxazepine). The solvent is CS(=O)C (dimethyl sulfoxide), C(C)(=O)OCC (ethyl acetate), CCCCCC (hexane), CS(=O)C (dimethyl sulfoxide). Conditions: time 30 minute. Product: N1(CCCC1)C=1C=C(CCN2C[C@@H](CC2)N2C3=C(OCC4=C2C=CC=C4)C=CC=C3)C=CC1 ((R)-5,11-dihydro-5-[1-(3-pyrrolidinophenethyl)pyrrolidin-3-yl]dibenzo[b,e][1,4]oxazepine). As a reaction SMILES: [H-].[Na+].[CH:3]1[C:13]2[CH2:12][O:11][C:10]3[CH:14]=[CH:15][CH:16]=[CH:17][C:9]=3[NH:8][C:7]=2[CH:6]=[CH:5][CH:4]=1.CS(O[C@H:23]1[CH2:27][CH2:26][N:25]([CH2:28][CH2:29][C:30]2[CH:35]=[CH:34][C:33](N3CCCC3)=[CH:32][CH:31]=2)[CH2:24]1)(=O)=O.[Cl-].[Na+]>CCCCCC.CS(C)=O.C(OCC)(=O)C>[N:25]1([C:34]2[CH:35]=[C:30]([CH:31]=[CH:32][CH:33]=2)[CH2:29][CH2:28][N:25]2[CH2:24][CH2:23][C@@H:27]([N:8]3[C:7]4[CH:6]=[CH:5][CH:4]=[CH:3][C:13]=4[CH2:12][O:11][C:10]4[CH:14]=[CH:15][CH:16]=[CH:17][C:9]3=4)[CH2:26]2)[CH2:26][CH2:27][CH2:23][CH2:24]1 |f:0.1,4.5|. Procedure details: 60% sodium hydride (132 mg, 3.3 mmol) was washed with hexane in argon stream and then suspended in dimethyl sulfoxide (10 ml), and the obtained suspension was stirred at room temperature for 30 minutes. 5,11-Dihydrodibenzo[b,e][1,4]oxazepine (600 mg, 3.0 mmol) was added to the suspension, and they were stirred at room temperature for 30 minutes and then at 50° C. for additional 30 minutes. A solution of (S)-3-methanesulfonyloxy-1-(4-pyrrolidinophenethyl)pyrrolidine (340 mg, 1.0 mmol) in dimethyl... The reactants are NC1=C(C=CC=C1)O (2-aminophenol), C(CCl)Cl (EDC), C(=S)(C=1NC=CN1)C=1NC=CN1 (Thiocarbonyl diimidazole), COC=1C=C2C(=CC=NC2=CC1OC)OC=1C=C2C=CC=C(C2=CC1)N (6-(6,7-dimethoxyquinolin-4-yloxy)naphthalene-1-amine). The solvent is CC#N (MeCN), C(Cl)Cl (CH2Cl2). Run at temperature 80 celsius, time 3 hour. The product is COC=1C=C2C(=CC=NC2=CC1OC)OC=1C=C2C=CC=C(C2=CC1)NC=1OC2=C(N1)C=CC=C2 (N-(6-((6,7-bis(methoxy)-4-quinolinyl)oxy)-1-naphthalenyl)-1,3-benzoxazol-2-amine). Reaction SMILES: [C:1](C1NC=CN=1)(C1NC=CN=1)=S.[CH3:13][O:14][C:15]1[CH:16]=[C:17]2[C:22](=[CH:23][C:24]=1[O:25][CH3:26])[N:21]=[CH:20][CH:19]=[C:18]2[O:27][C:28]1[CH:29]=[C:30]2[C:35](=[CH:36][CH:37]=1)[C:34]([NH2:38])=[CH:33][CH:32]=[CH:31]2.[NH2:39][C:40]1[CH:45]=[CH:44][CH:43]=[CH:42][C:41]=1[OH:46].C(Cl)CCl>C(Cl)Cl.CC#N>[CH3:13][O:14][C:15]1[CH:16]=[C:17]2[C:22](=[CH:23][C:24]=1[O:25][CH3:26])[N:21]=[CH:20][CH:19]=[C:18]2[O:27][C:28]1[CH:29]=[C:30]2[C:35](=[CH:36][CH:37]=1)[C:34]([NH:38][C:1]1[O:46][C:41]3[CH:42]=[CH:43][CH:44]=[CH:45][C:40]=3[N:39]=1)=[CH:33][CH:32]=[CH:31]2. Reported procedure: Thiocarbonyl diimidazole (113 mg, 0.65 mmol) was added to a mixture of 6-(6,7-dimethoxyquinolin-4-yloxy)naphthalene-1-amine (150 mg, 0.43 mmol), in CH2Cl2 (5 mL) at ambient temperature. After stirring for 3 h, the mixture was concentrated and the derived isothiocyanate was dissolved in MeCN (2 mL). A solution of 2-aminophenol (50 mg, 0.45 mmol) in MeCN (2 mL) was added and the mixture was stirred for 48 h at which point EDC (125 mg, 0.65 mmol) was introduced. The reaction was heated at 80° C. fo... Reactants: C(C)(C)C1=C(C(=CC=C1)C(C)C)N=C=O (2,6-Diisopropylphenylisocyanate), NC1=NC(=NS1)C1=CC=CC=C1 (5-amino-3-phenyl-1,2,4-thiadiazole). Run in C(C)#N (acetonitrile). The product is CC(C)C1=C(C(=CC=C1)C(C)C)NC(=O)NC1=NC(=NS1)C1=CC=CC=C1 (N-[2,6-Bis(1-methylethyl)phenyl]-N'-(3-phenyl-1,2,4-thiadiazol-5-yl)urea). The yield is 46.4%. Reaction SMILES: [CH:1]([C:4]1[CH:9]=[CH:8][CH:7]=[C:6]([CH:10]([CH3:12])[CH3:11])[C:5]=1[N:13]=[C:14]=[O:15])([CH3:3])[CH3:2].[NH2:16][C:17]1[S:21][N:20]=[C:19]([C:22]2[CH:27]=[CH:26][CH:25]=[CH:24][CH:23]=2)[N:18]=1>C(#N)C>[CH3:3][CH:1]([C:4]1[CH:9]=[CH:8][CH:7]=[C:6]([CH:10]([CH3:11])[CH3:12])[C:5]=1[NH:13][C:14]([NH:16][C:17]1[S:21][N:20]=[C:19]([C:22]2[CH:27]=[CH:26][CH:25]=[CH:24][CH:23]=2)[N:18]=1)=[O:15])[CH3:2]. Procedure details: 2,6-Diisopropylphenylisocyanate (1.9 g, 9.4 mmol) was added to a refluxing solution of 5-amino-3-phenyl-1,2,4-thiadiazole (1.5 g, 8.5 mmol) in acetonitrile (60 mL). The mixture was refluxed for 18 hours, allowed to cool, filtered, and the filtrate concentrated, taken up in ethyl acetate (150 mL), and washed with water (3×50 mL). The organics were dried over Na2SO4, filtered, concentrated, and the resulting solid washed with hexane and recrystallized from acetonitrile to give a white solid (1.50 ... The reactants are C(=O)=O.CC(=O)C (dry ice acetone), O.NN (hydrazine hydrate), CC(=O)C (acetone), FC1=C(C(=O)C(C(=O)OCC)=COCC)C=C(C(=C1F)F)F (ethyl 2-(2,3,4,5-tetrafluorobenzoyl)-3-ethoxyacrylate). The solvent is C(C)O (ethanol). Product: FC1=C(C(=O)C(C(=O)OCC)=CNN=CCC)C=C(C(=C1F)F)F (ethyl 2-(2,3,4,5-tetrafluorobenzoyl)-3-(2-propylidenehydrazino)acrylate). Isolated yield 72.2%. As a reaction SMILES: O.[NH2:2][NH2:3].[CH3:4][C:5]([CH3:7])=O.[F:8][C:9]1[C:26]([F:27])=[C:25]([F:28])[C:24]([F:29])=[CH:23][C:10]=1[C:11]([C:13](=[CH:19]OCC)[C:14]([O:16][CH2:17][CH3:18])=[O:15])=[O:12].C(=O)=O.CC(C)=O>C(O)C>[F:8][C:9]1[C:26]([F:27])=[C:25]([F:28])[C:24]([F:29])=[CH:23][C:10]=1[C:11]([C:13](=[CH:19][NH:2][N:3]=[CH:4][CH2:5][CH3:7])[C:14]([O:16][CH2:17][CH3:18])=[O:15])=[O:12] |f:0.1,4.5|. Reported procedure: First 2.8 g of hydrazine hydrate and, 30 minutes later, 12.8 g of acetone are added dropwise to a solution of 16 g of ethyl 2-(2,3,4,5-tetrafluorobenzoyl)-3-ethoxyacrylate in 70 ml of ethanol, while cooling with dry ice/acetone at -25° C. to -30° C. The mixture is allowed to come slowly to room temperature and is then stirred at 20° C. to 25° C. for a further hour. The solvent is then distilled off in vacuo and the orange-colored residue is recrystallized from cyclohexane/light petrol. 12.5 g of... The reactants are BrC=1C=C(C=CC1F)NC(=NO)C1=NON=C1NCCOC (N-(3-bromo-4-fluorophenyl)-N′-hydroxy-4-[(2-methoxyethyl)amino]-1,2,5-oxadiazole-3-carboximidamide), C(=O)(N1C=NC=C1)N1C=NC=C1 (1,1′-carbonyldiimidazole). Solvent: C(C)(=O)OCC (ethyl acetate). Conditions: temperature 60 celsius, time 20 minute. Yields the product BrC=1C=C(C=CC1F)N1C(=NOC1=O)C1=NON=C1NCCOC (4-(3-Bromo-4-fluorophenyl)-3-{4-[(2-methoxyethyl)amino]-1,2,5-oxadiazol-3-yl}-1,2,4-oxadiazol-5(4H)-one). Isolated yield 98.5%. RXN SMILES: [Br:1][C:2]1[CH:3]=[C:4]([NH:9][C:10]([C:13]2[C:17]([NH:18][CH2:19][CH2:20][O:21][CH3:22])=[N:16][O:15][N:14]=2)=[N:11][OH:12])[CH:5]=[CH:6][C:7]=1[F:8].[C:23](N1C=CN=C1)(N1C=CN=C1)=[O:24]>C(OCC)(=O)C>[Br:1][C:2]1[CH:3]=[C:4]([N:9]2[C:23](=[O:24])[O:12][N:11]=[C:10]2[C:13]2[C:17]([NH:18][CH2:19][CH2:20][O:21][CH3:22])=[N:16][O:15][N:14]=2)[CH:5]=[CH:6][C:7]=1[F:8]. Procedure: A mixture of N-(3-bromo-4-fluorophenyl)-N′-hydroxy-4-[(2-methoxyethyl)amino]-1,2,5-oxadiazole-3-carboximidamide (76.5 g, 0.204 mol), 1,1′-carbonyldiimidazole (49.7 g, 0.307 mol), and ethyl acetate (720 mL) was heated to 60° C. and stirred for 20 min. LCMS indicated reaction completed. The reaction was cooled to room temperature, washed with 1 N HCl (2×750 mL), dried over sodium sulfate, and concentrated to give the desired product (80.4 g, 98%) as a crude brown solid. LCMS for C13H12BrFN5O4 (M+H...